Dataset: the Open Reaction Database (ORD), a public repository of structured organic reaction records. Task: describe an organic reaction: reactants, conditions, products, and yield The reactants are CC(=O)C (acetone), C(C)O (ethanol), sulfates, C1[C@@H]([C@H]([C@@H]([C@H]([C@@H]1O)O)O[C@H]2[C@@H]([C@@H]([C@H](O2)CO)O[C@@H]3[C@@H]([C@H]([C@@H]([C@@H](O3)CN)O)O)N)O)O[C@@H]4[C@@H]([C@H]([C@@H]([C@H](O4)CN)O)O)N)N (Bu-2659), C(CCC)O (n-butanol). Run in CO (methanol), O (water). Yields the product C1=CC=C2C(=C1)C(=O)C(C2=O)(O)O (ninhydrin), C1=CC=CC=2CC3=CC=CC=C3C(C12)=O (anthrone). Reaction SMILES: [CH2:1]1[C@@H:6](O)[C@H:5](O)[C@@H:4]([O:9][C@@H:10]2[O:14][C@H](CO)[C@@H](O[C@H]3O[C@@H](CN)[C@@H](O)[C@H](O)[C@H]3N)[C@H:11]2[OH:29])[C@H:3]([O:30][C@H]2O[C@H](CN)[C@@H](O)[C@H](O)[C@H]2N)[C@H:2]1N.[CH2:43](O)[CH3:44].[CH3:46][C:47]([CH3:49])=O.[CH2:50]([OH:54])[CH2:51][CH2:52][CH3:53]>O.CO>[CH:47]1[CH:49]=[C:51]2[C:50]([C:10]([OH:14])([OH:9])[C:11](=[O:29])[C:52]2=[CH:53][CH:46]=1)=[O:54].[CH:50]1[C:4]2[C:3](=[O:30])[C:2]3[C:1](=[CH:46][CH:47]=[CH:43][CH:44]=3)[CH2:6][C:5]=2[CH:53]=[CH:52][CH:51]=1. Procedure details: The sulfates of Bu-2659 components are freely soluble in water, slightly soluble in methanol and ethanol but practically insoluble in n-butanol, acetone and other organic solvents. They give positive reactions with ninhydrin and anthrone reagents, but are negative in the Tollens, Fehling and Sakaguchi reactions. The thin layer chromatograms (TLC) of the Bu-2659 components are shown in Table 4 compared with those of neomycin, paromomycin and ribostamycin. Starting materials: C1(=CC=CC=C1)C (Toluene), C(C)(C)(C)OC(=O)N1C(CC(C1)OC1=CC(=NC2=CC(=CC=C12)OC)C1=CC=CC=C1)C(NC1(C(C1)C=C)C(=O)OCC)=O (2-(1-Ethoxycarbonyl-2-vinyl-cyclopropylcarbamoyl)-4-(7-methoxy-2-phenyl-quinoline-4-yloxy)-pyrrolidine-1-carboxylic acid tert.butyl ester), H+. The solvent is C(=O)(C(F)(F)F)O.C(Cl)Cl (TFA DCM). The product is C(C)OC(=O)C1(C(C1)C=C)NC(=O)C1NCC(C1)OC1=CC(=NC2=CC(=CC=C12)OC)C1=CC=CC=C1 (1-{[4-(7-Methoxy-2-phenyl-quinolin-4-yloxy)-pyrrolidine-2-carbonyl]-amino}-2-vinyl-cyclopropanecarboxylic acid ethyl ester). RXN SMILES: C(OC([N:8]1[CH2:12][CH:11]([O:13][C:14]2[C:23]3[C:18](=[CH:19][C:20]([O:24][CH3:25])=[CH:21][CH:22]=3)[N:17]=[C:16]([C:26]3[CH:31]=[CH:30][CH:29]=[CH:28][CH:27]=3)[CH:15]=2)[CH2:10][CH:9]1[C:32](=[O:44])[NH:33][C:34]1([C:39]([O:41][CH2:42][CH3:43])=[O:40])[CH2:36][CH:35]1[CH:37]=[CH2:38])=O)(C)(C)C.C1(C)C=CC=CC=1>C(O)(C(F)(F)F)=O.C(Cl)Cl>[CH2:42]([O:41][C:39]([C:34]1([NH:33][C:32]([CH:9]2[CH2:10][CH:11]([O:13][C:14]3[C:23]4[C:18](=[CH:19][C:20]([O:24][CH3:25])=[CH:21][CH:22]=4)[N:17]=[C:16]([C:26]4[CH:27]=[CH:28][CH:29]=[CH:30][CH:31]=4)[CH:15]=3)[CH2:12][NH:8]2)=[O:44])[CH2:36][CH:35]1[CH:37]=[CH2:38])=[O:40])[CH3:43] |f:2.3|. Procedure details: Compound 5 was kept in TFA-DCM 1:2 (3 mL) at RT for 60 min. Toluene (3 mL) was added. The sample was co-evaporated to dryness. Purity by HPLC >95%. M+H+ 502.4. Reactants: Palladium tetrakis-triphenylphosphine, C(C1=CC=CC=C1)OC(=O)NC=1C(=C(SC1Br)Br)C(=O)OC (Methyl 4-(((benzyloxy)carbonyl)amino)-2,5-dibromothiophene-3-carboxylate), COC=1N=CC(=NC1)B(O)O (5-methoxypyrazin-2-ylboronic acid). Solvent: C(C)O.O.C1(=CC=CC=C1)C (ethanol water toluene), C([O-])([O-])=O.[Na+].[Na+] (sodium carbonate). Run at temperature 80 celsius, time 1 hour. Yields the product C(C1=CC=CC=C1)OC(=O)NC=1C(=C(SC1Br)C1=NC=C(N=C1)OC)C(=O)OC (Methyl 4-(benzyloxycarbonylamino)-5-bromo-2-(5-methoxypyrazin-2-yl)thiophene-3-carboxylate). Reaction SMILES: [CH2:1]([O:8][C:9]([NH:11][C:12]1[C:13]([C:19]([O:21][CH3:22])=[O:20])=[C:14](Br)[S:15][C:16]=1[Br:17])=[O:10])[C:2]1[CH:7]=[CH:6][CH:5]=[CH:4][CH:3]=1.[CH3:23][O:24][C:25]1[N:26]=[CH:27][C:28](B(O)O)=[N:29][CH:30]=1>C(O)C.O.C1(C)C=CC=CC=1.C(=O)([O-])[O-].[Na+].[Na+]>[CH2:1]([O:8][C:9]([NH:11][C:12]1[C:13]([C:19]([O:21][CH3:22])=[O:20])=[C:14]([C:28]2[CH:27]=[N:26][C:25]([O:24][CH3:23])=[CH:30][N:29]=2)[S:15][C:16]=1[Br:17])=[O:10])[C:2]1[CH:7]=[CH:6][CH:5]=[CH:4][CH:3]=1 |f:2.3.4,5.6.7|. Procedure details: Palladium tetrakis-triphenylphosphine is added to a degassed solution of dibromide 155 and 5-methoxypyrazin-2-ylboronic acid 156 in ethanol: water:toluene (2:1:1) and sodium carbonate. The resulting mixture is heated under N2 and stirred for 1 h at 80° C. The mixture is then cooled filtered through a 0.45 μm syringe filter and concentrated under reduced pressure. Flash chromatography (ISCO system, silica, 0-50% ethyl acetate in hexane) provides 157. Starting materials: ClC=1C=C(C=C(C1)Cl)N1C(N([C@]2(C1=O)CNC[C@H]2C2=CC=C(C#N)C=C2)C)=O (4-[(5S*,9R*)-3-(3,5-Dichlorophenyl)-1-methyl-2,4-dioxo-1,3,7-triazaspiro[4.4]non-9-yl]-benzonitrile), N(=C=O)CC(=O)OCC (ethyl isocyanatoacetate), C1CCOC1.CN(C)C=O (THF DMF). Conditions: time 8 hour. Yields the product titled compound, C(C(CO)(CO)N)O (Trisamine), [N-]=C=O (Isocyanate). As a reaction SMILES: ClC1C=C([N:9]2[C:13](=[O:14])[C@@]3([C@H](C4C=CC(C#N)=CC=4)CNC3)N(C)[C:10]2=[O:28])C=C(Cl)C=1.[N:29]([CH2:32][C:33]([O:35]CC)=O)=C=O.C1C[O:41][CH2:40]C1.CN(C=O)C>>[CH2:40]([OH:41])[C:32]([NH2:29])([CH2:33][OH:35])[CH2:13][OH:14].[N-:9]=[C:10]=[O:28] |f:2.3|. Procedure details: To a solution of Example 15 (24.9 mg, 0.06 mmol) in 1 ml THF/DMF (9/1), was added ethyl isocyanatoacetate (11.6 mg, 0.089 mmol), and the reaction mixture was stirred overnight at RT. The titled compound was obtained (33.3 mg) after treatment with PS-Trisamine (Argonaut, 73 mg, 0.267 mmol) and PS-Isocyanate (Argonaut, 85 mg, 0.122 mmol). Retention time: 1.99 min., 544 (M+1); (LCMS conditions: LC Micromass platform (APCI+, DAD (210–400 nm)), Column: TSK gel Super ODS 4.6 mm ID×5 cm, Flow rate: 2.7...